This data is from the Open Reaction Database (ORD), a public repository of structured organic reaction records. The task is: describe an organic reaction: reactants, conditions, products, and yield Reactants: ClC=1C=C(C=C2CN(C(C12)=O)CC1=CC=C(C=C1)OC(F)(F)F)C#C[Si](C)(C)C (7-chloro-2-(4-trifluoromethoxy-benzyl)-5-trimethylsilanylethynyl-2,3-dihydro-isoindol-1-one), solution, C(C)(C)(C)NF.C1CCOC1 (tertiary-butyl amino fluoride THF), O (water). Solvent: C1CCOC1 (THF). Reaction conditions: time 2 hour. The product is ClC=1C=C(C=C2CN(C(C12)=O)CC1=CC=C(C=C1)OC(F)(F)F)C#C (7-chloro-5-ethynyl-2-(4-trifluoromethoxy-benzyl)-2,3-dihydro-isoindol-1-one). As a reaction SMILES: [Cl:1][C:2]1[CH:3]=[C:4]([C:24]#[C:25][Si](C)(C)C)[CH:5]=[C:6]2[C:10]=1[C:9](=[O:11])[N:8]([CH2:12][C:13]1[CH:18]=[CH:17][C:16]([O:19][C:20]([F:23])([F:22])[F:21])=[CH:15][CH:14]=1)[CH2:7]2.C(NF)(C)(C)C.C1COCC1.O>C1COCC1>[Cl:1][C:2]1[CH:3]=[C:4]([C:24]#[CH:25])[CH:5]=[C:6]2[C:10]=1[C:9](=[O:11])[N:8]([CH2:12][C:13]1[CH:14]=[CH:15][C:16]([O:19][C:20]([F:23])([F:21])[F:22])=[CH:17][CH:18]=1)[CH2:7]2 |f:1.2|. Procedure details: A solution of 7-chloro-2-(4-trifluoromethoxy-benzyl)-5-trimethylsilanylethynyl-2,3-dihydro-isoindol-1-one (0.100 g, 0.22 mmol) in THF (1 mL) was treated with a 1M solution of tertiary-butyl amino fluoride-THF (1 mL). The reaction mixture was stirred at ambient temperature for 2 h. After this time, GC-MS indicated that the reaction was completed. The reaction solution was poured into water (7 mL) and extracted with diethyl ether (2×20 mL). The combined organic extracts were dried over anhydrous M... Solvent: C(Cl)Cl (methylene chloride). Reaction SMILES: O.NN.[CH3:4][O:5][C:6]1[CH:7]=[CH:8][C:9]2[N:14]([CH3:15])[C:13]3[CH:16]=[CH:17][C:18]([O:32][CH3:33])=[C:19]([CH2:20][N:21]4C(=O)C5C(=CC=CC=5)C4=O)[C:12]=3[O:11][C:10]=2[C:34]=1[CH2:35][C:36]#[N:37].C(=O)([O-])[O-].[Na+].[Na+]>C(Cl)Cl>[NH2:21][CH2:20][C:19]1[C:12]2[O:11][C:10]3[C:34]([CH2:35][C:36]#[N:37])=[C:6]([O:5][CH3:4])[CH:7]=[CH:8][C:9]=3[N:14]([CH3:15])[C:13]=2[CH:16]=[CH:17][C:18]=1[O:32][CH3:33] |f:0.1,3.4.5|. The product is NCC1=C(C=CC=2N(C3=C(OC21)C(=C(C=C3)OC)CC#N)C)OC (6-aminomethyl-3,7-dimethoxy-10-methyl-10H-dibenzo[b,e][1,4]oxazine-4-acetonitrile). Procedure details: 2.0 ml of ethanolic hydrazine hydrate solution (1M) were added at room temperature to a suspension of 280 mg of [3,7-dimethoxy-6-(1,3-dioxo-2,3-dihydro-1H-isoindol-2-ylmethyl)-10-methyl-10H-dibenz[b,e][1,4]-oxazin-4-yl]-acetonitrile. The reaction mixture was heated to 85° for 4 hours, the cooled and poured into methylene chloride and 10% sodium carbonate solution. The aqueous phase was extracted with ethylene chloride and the combined organic fractions were dried over magnesium chloride and conc... Isolated yield 90.0%. The reactants are C([O-])([O-])=O.[Na+].[Na+] (sodium carbonate), O.NN (hydrazine hydrate), COC=1C=CC2=C(OC3=C(N2C)C=CC(=C3CN3C(C2=CC=CC=C2C3=O)=O)OC)C1CC#N ([3,7-dimethoxy-6-(1,3-dioxo-2,3-dihydro-1H-isoindol-2-ylmethyl)-10-methyl-10H-dibenz[b,e][1,4]-oxazin-4-yl]-acetonitrile). The reactants are C1COCCO1, CC(C)=NO, CC(=O)c1cccc(F)c1, O, O=[Se]=O. The product is O=C(C=NO)c1cccc(F)c1. Reaction SMILES: [CH2:20]1[O:21][CH2:22][CH2:23][O:24][CH2:25]1.[CH3:14][C:15]([CH3:16])=[N:17][OH:18].[F:4][c:5]1[cH:6][c:7]([C:11]([CH3:12])=[O:13])[cH:8][cH:9][cH:10]1.[OH2:19].[Se:1](=[O:2])=[O:3]>>[F:4][c:5]1[cH:6][c:7]([C:11]([CH:12]=[N:17][OH:18])=[O:13])[cH:8][cH:9][cH:10]1. The reactants are BrCCCCBr (1,4-dibromobutane), COC=1C=C(C=CC1OC)C1=NNC([C@H]2CCCC[C@@H]12)=O ((cis)-4-(3,4-Dimethoxyphenyl)-4a,5,6,7,8,8a-hexahydro-2H-phthalazin-1-one), [H-].[Na+] (sodium hydride). Run in CN(C=O)C (dimethylformamide). Reaction conditions: time 5 hour. Yields the product COC=1C=C(C=CC1OC)C1=NN(C([C@H]2CCCC[C@@H]12)=O)CCCCBr ((cis)-4-(3,4-Dimethoxyphenyl)-2-(4-bromo-1-butyl)-4a,5,6,7,8,8a-hexahydro-2H-phthalazin-1-one). RXN SMILES: [Br:1][CH2:2][CH2:3][CH2:4][CH2:5]Br.[CH3:7][O:8][C:9]1[CH:10]=[C:11]([C:17]2[C@H:26]3[C@H:21]([CH2:22][CH2:23][CH2:24][CH2:25]3)[C:20](=[O:27])[NH:19][N:18]=2)[CH:12]=[CH:13][C:14]=1[O:15][CH3:16].[H-].[Na+]>CN(C)C=O>[CH3:7][O:8][C:9]1[CH:10]=[C:11]([C:17]2[C@H:26]3[C@H:21]([CH2:22][CH2:23][CH2:24][CH2:25]3)[C:20](=[O:27])[N:19]([CH2:5][CH2:4][CH2:3][CH2:2][Br:1])[N:18]=2)[CH:12]=[CH:13][C:14]=1[O:15][CH3:16] |f:2.3|. Procedure details: 15 g of 1,4-dibromobutane was added to a mixture of 5.0 g of compound 1 and 1.0 g of sodium hydride in dimethylformamide. After stirring the resulting mixture for 5 hours, the solvent was evaporated and the residue partitioned between water and ethyl acetate. The ethyl acetate solution was dried over magnesium sulfate and evaporated. The residue was purified by chromatography (dichloromethane). M.p. colourless oil. The reactants are CC1(C(C1C=O)C(=O)OCC)C (ethyl 2,2-dimethyl-3-formylcyclopropanecarboxylate), ClC(C(F)(F)F)(Cl)Cl (1,1,1-trichlorotrifluoroethane), [Cl-].[NH4+] (ammonium chloride). The reagents and catalysts are [Zn] (zinc). Solvent: CN(C)C=O (DMF). Conditions: temperature 50 celsius, time 10 hour. Yields the product CC1(C(C1C(C(C(F)(F)F)(Cl)Cl)O)C(=O)OCC)C (ethyl 2,2-dimethyl-3-(1-hydroxy-2,2-dichloro-3,3,3trifluoropropyl)cyclopropanecarboxylate). Isolated yield 57.0%. Reaction SMILES: [CH3:1][C:2]1([CH3:12])[CH:4]([CH:5]=[O:6])[CH:3]1[C:7]([O:9][CH2:10][CH3:11])=[O:8].[Cl:13][C:14](Cl)([Cl:19])[C:15]([F:18])([F:17])[F:16].[Cl-].[NH4+]>CN(C=O)C.[Zn]>[CH3:1][C:2]1([CH3:12])[CH:4]([CH:5]([OH:6])[C:14]([Cl:19])([Cl:13])[C:15]([F:18])([F:17])[F:16])[CH:3]1[C:7]([O:9][CH2:10][CH3:11])=[O:8] |f:2.3|. Procedure details: To a solution of 174 mg (1.02 mmol) of ethyl 2,2-dimethyl-3-formylcyclopropanecarboxylate in 1 ml of DMF, 96 mg (1.47 mmol) of zinc powder and 0.356 ml (3.00 mmol) of 1,1,1-trichlorotrifluoroethane were added, and the mixture was stirred at 0° C. for 2 hours and at 50° C. for 10 hours. Then, 2 ml of a saturated ammonium chloride aqueous solution was added thereto, and the mixture was extracted with diethyl ether (2 ml×3 times). The ethereal extract was dried over anhydrous magnesium sulfate, fil... The reactants are [Cl-].COC1=CC=C(C[P+](C2=CC=CC=C2)(C2=CC=CC=C2)C2=CC=CC=C2)C=C1 (4-methoxybenzyltriphenylphosphonium chloride), COC1=C(C=C(C=O)C=C1)O (4-methoxy-3-hydroxybenzaldehyde), [OH-].[Na+] (NaOH). Solvent: C(Cl)Cl (CH2Cl2), O (H2O). Reaction conditions: time 48 hour. Product: OC=1C=C(C=CC1OC)\C=C\C1=CC=C(C=C1)OC ((E)-3-Hydroxy-4,4′-dimethoxystilbene). Isolated yield 3.3%. Reaction SMILES: [Cl-].[CH3:2][O:3][C:4]1[CH:29]=[CH:28][C:7]([CH2:8][P+](C2C=CC=CC=2)(C2C=CC=CC=2)C2C=CC=CC=2)=[CH:6][CH:5]=1.[CH3:30][O:31][C:32]1[CH:39]=[CH:38][C:35]([CH:36]=O)=[CH:34][C:33]=1[OH:40].[OH-].[Na+]>C(Cl)Cl.O>[OH:40][C:33]1[CH:34]=[C:35](/[CH:36]=[CH:8]/[C:7]2[CH:6]=[CH:5][C:4]([O:3][CH3:2])=[CH:29][CH:28]=2)[CH:38]=[CH:39][C:32]=1[O:31][CH3:30] |f:0.1,3.4|. Reported procedure: To a stirred mixture of 4-methoxybenzyltriphenylphosphonium chloride (5.51 g, 13mmol) and 4-methoxy-3-hydroxybenzaldehyde (2 g, 13 mmol) in CH2Cl2 was added a cooled aqueous solution of NaOH(62.5 eq) in H2O. The mixture was stirred at room temperature for 48 h. The aqueous layer was then acidified to pH 5 and the precipitated solid was filtered and dried. Purification by silica gel chromatography using hexane/ethyl acetate (1:1) gave the title E-trans product as a colourless solid 0.11 g (3%): 1... Starting materials: C(C=C)OC(=O)C1=CC=C(C(=O)O)C=C1 (4-(allyloxycarbonyl)benzoic acid), CC1(C=2C=CC(=CC2C(CC1)(C)C)CS)C (5,6,7,8-tetrahydro-5,5,8,8-tetramethyl -2-naphthylmethanethiol), allyl ester. Product: CC1(C=2C=CC(=CC2C(CC1)(C)C)CSC(=O)C1=CC=C(C(=O)OCC=C)C=C1)C (Allyl 4-[(5,6,7,8 -tetrahydro5,5,8,8tetramethyl -2-naphthylmethylthio)carbonyl]benzoate). RXN SMILES: [CH2:1]([O:4][C:5]([C:7]1[CH:15]=[CH:14][C:10]([C:11]([OH:13])=O)=[CH:9][CH:8]=1)=[O:6])[CH:2]=[CH2:3].[CH3:16][C:17]1([CH3:31])[CH2:26][CH2:25][C:24]([CH3:28])([CH3:27])[C:23]2[CH:22]=[C:21]([CH2:29][SH:30])[CH:20]=[CH:19][C:18]1=2>>[CH3:16][C:17]1([CH3:31])[CH2:26][CH2:25][C:24]([CH3:27])([CH3:28])[C:23]2[CH:22]=[C:21]([CH2:29][S:30][C:11]([C:10]3[CH:9]=[CH:8][C:7]([C:5]([O:4][CH2:1][CH:2]=[CH2:3])=[O:6])=[CH:15][CH:14]=3)=[O:13])[CH:20]=[CH:19][C:18]1=2. Procedure: In a manner similar to Example 4(c), by reaction of 2 g (10 mmol) of 4-(allyloxycarbonyl)benzoic acid with 2.34 g (10 mmol) of 5,6,7,8-tetrahydro-5,5,8,8-tetramethyl -2-naphthylmethanethiol, 3.4 g (81%) of the expected allyl ester, melting point 79°-80° C., are obtained.